From a dataset of the Open Reaction Database (ORD), a public repository of structured organic reaction records. describe an organic reaction: reactants, conditions, products, and yield Solvent: CO (methanol). Procedure details: Dissolved 4-(10,11-dihydro-5H-dibenzo[a,d]cyclohepten-5-yl)-1-methyl-piperidine (1.0 g, 3.4 mmol) in 10 mL of methanol. Added iodomethane (0.71 g, 5.0 mmol), and stirred at room temperature for 18 hours. Filtered the precipitate to give 1.22 g (83% yield) of 4-(10,11-dihydro-5H-dibenzo[a,d]cyclohepten-5-yl)-1,1-dimethyl-piperidinium iodide as a white solid. RXN SMILES: [CH:1]1[C:11]2[CH2:10][CH2:9][C:8]3[CH:12]=[CH:13][CH:14]=[CH:15][C:7]=3[CH:6]([CH:16]3[CH2:21][CH2:20][N:19]([CH3:22])[CH2:18][CH2:17]3)[C:5]=2[CH:4]=[CH:3][CH:2]=1.[I:23][CH3:24]>CO>[I-:23].[CH:1]1[C:11]2[CH2:10][CH2:9][C:8]3[CH:12]=[CH:13][CH:14]=[CH:15][C:7]=3[CH:6]([CH:16]3[CH2:17][CH2:18][N+:19]([CH3:24])([CH3:22])[CH2:20][CH2:21]3)[C:5]=2[CH:4]=[CH:3][CH:2]=1 |f:3.4|. The yield is 82.8%. Starting materials: C1=CC=CC=2C(C3=C(CCC21)C=CC=C3)C3CCN(CC3)C (4-(10,11-dihydro-5H-dibenzo[a,d]cyclohepten-5-yl)-1-methyl-piperidine), IC (iodomethane). Product: [I-].C1=CC=CC=2C(C3=C(CCC21)C=CC=C3)C3CC[N+](CC3)(C)C (4-(10,11-dihydro-5H-dibenzo[a,d]cyclohepten-5-yl)-1,1-dimethyl-piperidinium iodide). Starting materials: COC(=O)C=1C(N(CCC1)CC1=CC=CC=C1)N (Amino-1-benzyl-1,2,5,6-tetrahydro-pyridine-3-carboxylic acid methyl ester), [OH-].[Na+] (NaOH), C(=O)(C(F)(F)F)O (TFA), COC(=O)C=1CN(CCC1N)CC1=CC=CC=C1 (4-amino-1-benzyl-1,2,5,6-tetrahydro-pyridine-3-carboxylic acid methyl ester), [BH4-].[Na+] (NaBH4), [NH4+].[Cl-] (NH4Cl). Solvent: C(C)O (ethanol), C1CCOC1 (THF). Run at temperature 50 celsius, time 15 minute. Product: C(C)OC(=O)C1CN(CCC1N)CC1=CC=CC=C1 (rac-4-Amino-1-benzyl-piperidine-3-carboxylic acid ethyl ester). RXN SMILES: [CH3:1]OC(C1C(N)N(CC2C=CC=CC=2)CCC=1)=O.[OH-].[Na+].[CH3:21][O:22][C:23]([C:25]1[CH2:26][N:27]([CH2:32][C:33]2[CH:38]=[CH:37][CH:36]=[CH:35][CH:34]=2)[CH2:28][CH2:29][C:30]=1[NH2:31])=[O:24].C(O)(C(F)(F)F)=O.[BH4-].[Na+].[NH4+].[Cl-]>C(O)C.C1COCC1>[CH2:21]([O:22][C:23]([CH:25]1[CH:30]([NH2:31])[CH2:29][CH2:28][N:27]([CH2:32][C:33]2[CH:38]=[CH:37][CH:36]=[CH:35][CH:34]=2)[CH2:26]1)=[O:24])[CH3:1] |f:1.2,5.6,7.8|. Reported procedure: Amino-1-benzyl-1,2,5,6-tetrahydro-pyridine-3-carboxylic acid methyl ester BH3 salt was heated in ethanol with NaOH 25%. After 72 h at 50° C. the mixture was cooled, washed with water/ice and extracted with AcOEt. The extract was washed with brine and dried over sodium sulfate. Removal of the solvent under reduced pressure gave an yellow oil. To a suspension of 4-amino-1-benzyl-1,2,5,6-tetrahydro-pyridine-3-carboxylic acid methyl ester (21 g) in 200 ml THF was added 50 ml TFA at 10° C. under an a... Reactants: C(C)(C)C1=CC=C2CCC(C2=C1)=O (6-isopropyl-1-indanone), O (water), CC(C=C)O (3-buten-2-ol), C1(=CC=C(C=C1)S(=O)(=O)O)C (p-toluenesulfonic acid). Run in COC(C)(C)OC (2,2-dimethoxy-propane). Yields the product C(C=CC)C1C(C2=CC(=CC=C2C1)C(C)C)=O ((RS)-2-(2-buten-1-yl)-6-isopropyl-1-indanone). Isolated yield 38.0%. RXN SMILES: [CH:1]([C:4]1[CH:12]=[C:11]2[C:7]([CH2:8][CH2:9][C:10]2=[O:13])=[CH:6][CH:5]=1)([CH3:3])[CH3:2].[CH3:14][CH:15](O)[CH:16]=[CH2:17].C1(C)C=CC(S(O)(=O)=O)=CC=1.O>COC(OC)(C)C>[CH2:14]([CH:9]1[CH2:8][C:7]2[C:11](=[CH:12][C:4]([CH:1]([CH3:3])[CH3:2])=[CH:5][CH:6]=2)[C:10]1=[O:13])[CH:15]=[CH:16][CH3:17]. Procedure details: A solution of 11.2 g of 6-isopropyl-1-indanone, 13.3 ml of 3-buten-2-ol and 110 mg of p-toluenesulfonic acid in 110 ml of 2,2-dimethoxy-propane was boiled under reflux for 89 hours on a water separator filled with molecular sieve (0.4 nm, 2 mm pearl shaped). The reaction mixture was subsequently concentrated in a vacuum and purified by column chromatography on silica gel (hexane/diethyl ether 5:1). In addition to 6.6 g of educt, there were obtained 5.6 g (38%) of (RS)-2-(2-buten-1-yl)-6-isopropy... Reactants: B(OC(C)C)(OC(C)C)OC(C)C (triisopropyl borate), IC1=CC=C(C(=O)O)C=C1 (4-iodobenzoic acid), C(CCCC)OC1=CC=C(C=C1)C1=CC=C(C=C1)B(O)O (4′-n-pentoxybiphenyl-4-boronic acid). The product is C(CCCC)OC1=CC=C(C=C1)C1=CC=C(C=C1)C1=CC=C(C=C1)C(=O)O (4″-n-pentoxy[1,1′:4′,1″]-terphenyl-4-carboxylic acid). Reaction SMILES: B(OC(C)C)(OC(C)C)OC(C)C.I[C:15]1[CH:23]=[CH:22][C:18]([C:19]([OH:21])=[O:20])=[CH:17][CH:16]=1.[CH2:24]([O:29][C:30]1[CH:35]=[CH:34][C:33]([C:36]2[CH:41]=[CH:40][C:39](B(O)O)=[CH:38][CH:37]=2)=[CH:32][CH:31]=1)[CH2:25][CH2:26][CH2:27][CH3:28]>>[CH2:24]([O:29][C:30]1[CH:31]=[CH:32][C:33]([C:36]2[CH:41]=[CH:40][C:39]([C:15]3[CH:23]=[CH:22][C:18]([C:19]([OH:21])=[O:20])=[CH:17][CH:16]=3)=[CH:38][CH:37]=2)=[CH:34][CH:35]=1)[CH2:25][CH2:26][CH2:27][CH3:28]. Reported procedure: In a first step, 4′-bromo-4-hydroxybiphenyl is reacted with an n-pentyl halide to give the corresponding 4′-bromo-4-n-pentoxybiphenyl. The 4′-bromo-4-n-pentoxybiphenyl is reacted in a second step with n-butyllithium at −78° C. to form, by transmetallation, 4′-lithium-4-n-pentoxybiphenyl which, in another step likewise at −78° C., is reacted with triisopropyl borate. Hydrolysis and work-up result in 4′-n-pentoxybiphenyl-4-boronic acid which is reacted in further steps with 4-iodobenzoic acid in a... Solvent: ClCCl.CO.C(C)(=O)O (dichloromethane methanol acetic acid). The reagents and catalysts are [Pd] (palladium on carbon). As a reaction SMILES: [CH2:1]([N:3]([CH2:21][P:22]([O:34][CH2:35][CH3:36])([CH2:24][CH2:25][CH2:26][CH2:27][C:28]1[CH:33]=[CH:32][CH:31]=[CH:30][CH:29]=1)=[O:23])[C:4]([N:6]1[CH2:20][CH2:19][CH2:18][C@H:7]1[C:8]([O:10]CC1C=CC=CC=1)=[O:9])=[O:5])[CH3:2].CO>[Pd].ClCCl.CO.C(O)(=O)C>[CH2:1]([N:3]([CH2:21][P:22]([O:34][CH2:35][CH3:36])([CH2:24][CH2:25][CH2:26][CH2:27][C:28]1[CH:33]=[CH:32][CH:31]=[CH:30][CH:29]=1)=[O:23])[C:4]([N:6]1[CH2:20][CH2:19][CH2:18][C@H:7]1[C:8]([OH:10])=[O:9])=[O:5])[CH3:2] |f:3.4.5|. Starting materials: C(C)N(C(=O)N1[C@H](C(=O)OCC2=CC=CC=C2)CCC1)CP(=O)(CCCCC1=CC=CC=C1)OCC (1-[[ethyl[[ethoxy(4-phenylbutyl)phosphinyl]methyl]amino]carbonyl]-L-proline, phenylmethyl ester), CO (methanol). Procedure: A mixture of 1-[[ethyl[[ethoxy(4-phenylbutyl)phosphinyl]methyl]amino]carbonyl]-L-proline, phenylmethyl ester (800 mg., 1.56 mmole), methanol (50 ml.), and 10% palladium on carbon catalyst (150 mg.) was hydrogenated on the Parr apparatus at 50 psi for 1.5 hours. The catalyst was removed by filtration (Celite bed) and the methanol stripped to give 600 mg. residue. This residue was passed through a pad of silica eluting with dichloromethane/methanol/acetic acid (100/5/5) to remove a polar impurity.... Run at time 1.5 hour. Yields the product C(C)N(C(=O)N1[C@H](C(=O)O)CCC1)CP(=O)(CCCCC1=CC=CC=C1)OCC (1-[[ethyl[[ethoxy(4-phenylbutyl)phosphinyl]methyl]amino]carbonyl]-L-proline). Starting materials: [OH-].[Na+] (sodium hydroxide), polyphosphoric acid, CC1=NN(C(=C1)N)C1=NC=CC=C1 (3-methyl-1-(2-pyridinyl)-1H-pyrazol-5-ylamine), CCOC(=O)C1CCCCC1=O (ethyl 2-cyclohexanone carboxylate). Solvent: O (water). Reaction conditions: temperature 130 celsius, time 4 hour. The product is CC1=NN(C=2NC=3CCCCC3C(C21)=O)C2=NC=CC=C2 (3-Methyl-1-(2-pyridinyl)-1,5,6,7,8,9-hexahydro-4H-pyrazolo[3,4-b]quinolin-4-one). Isolated yield 13.9%. Reaction SMILES: [CH3:1][C:2]1[CH:6]=[C:5]([NH2:7])[N:4]([C:8]2[CH:13]=[CH:12][CH:11]=[CH:10][N:9]=2)[N:3]=1.CC[O:16][C:17]([CH:19]1[C:24](=O)[CH2:23][CH2:22][CH2:21][CH2:20]1)=O.[OH-].[Na+]>O>[CH3:1][C:2]1[C:6]2[C:17](=[O:16])[C:19]3[CH2:24][CH2:23][CH2:22][CH2:21][C:20]=3[NH:7][C:5]=2[N:4]([C:8]2[CH:13]=[CH:12][CH:11]=[CH:10][N:9]=2)[N:3]=1 |f:2.3|. Reported procedure: A mixture of polyphosphoric acid (4.02 g) and 3-methyl-1-(2-pyridinyl)-1H-pyrazol-5-ylamine (1.75 g, 10.0 mmol) was heated at 130° C. The mixture was stirred at the same temperature, while ethyl 2-cyclohexanone carboxylate(1.70 mL, 10.6 mmol) was added thereto gradually. The mixture was stirred at the same temperature further for 4 hours. The solution was allowed to cool to room temperature, and water was added to the mixture. The solution was neutralized by the addition of a sodium hydroxide so...